Dataset: the Open Reaction Database (ORD), a public repository of structured organic reaction records. Task: describe an organic reaction: reactants, conditions, products, and yield Yields the product FC(OC=1C=C2C=C(C(=NC2=CC1)C(NC(C(C)C)(C)C(N)=O)=O)C(=O)O)F (6-difluoromethoxy-2-[(1-carbamoyl-1,2-dimethylpropyl)-carbamoyl]-3-quinolinecarboxylic acid). As a reaction SMILES: [F:1][CH:2]([F:19])[O:3][C:4]1[CH:5]=[C:6]2[C:11](=[CH:12][CH:13]=1)[N:10]=[C:9]1[C:14]([O:16][C:17](=[O:18])[C:8]1=[CH:7]2)=[O:15].[NH2:20][C:21]([CH3:28])([CH:25]([CH3:27])[CH3:26])[C:22]([NH2:24])=[O:23]>C1COCC1>[F:1][CH:2]([F:19])[O:3][C:4]1[CH:5]=[C:6]2[C:11](=[CH:12][CH:13]=1)[N:10]=[C:9]([C:14](=[O:15])[NH:20][C:21]([C:22](=[O:23])[NH2:24])([CH3:28])[CH:25]([CH3:27])[CH3:26])[C:8]([C:17]([OH:16])=[O:18])=[CH:7]2. Run at time 17 hour. The solvent is C1CCOC1 (THF), C1CCOC1 (THF). Starting materials: FC(OC=1C=C2C=C3C(=NC2=CC1)C(=O)OC3=O)F (6-difluoromethoxyquinoline-2,3-dicarboxylic acid anhydride), NC(C(=O)N)(C(C)C)C (2-amino-2,3-dimethylbutyramide). Procedure: A solution of 6-difluoromethoxyquinoline-2,3-dicarboxylic acid anhydride (0.037 mol) in 250 mL THF is stirred at 5° C. under nitrogen and a solution containing 2-amino-2,3-dimethylbutyramide (0.037 mol) in 50 mL THF added dropwise. After stirring at room temperature for 17 hours, the solvent is removed in vacuo to give the desired 6-difluoromethoxy-2-[(1-carbamoyl-1,2-dimethylpropyl)-carbamoyl]-3-quinolinecarboxylic acid mp 194°-196° C. The reactants are ClC=1SC(=C(N1)C(F)(F)F)CO (2-chloro-4-(trifluoromethyl)-5-thiazolemethanol), BrCC(=O)OC(C)(C)C (t-butyl bromoacetate), CCCCCC (hexane), [OH-].[Na+] (sodium hydroxide). Reagents/catalysts: CCCCCCCC[N+](C)(CCCCCCCC)CCCCCCCC.[Cl-] (Aliquat 336). Solvent: O (water). Product: C(C)(C)(C)OC(COCC1=C(N=C(S1)Cl)C(F)(F)F)=O (t-butyl{[2-chloro-4-(trifluoromethyl)-5-thiazolyl]methoxy}acetate). The yield is 16.6%. Reaction SMILES: [Cl:1][C:2]1[S:3][C:4]([CH2:11][OH:12])=[C:5]([C:7]([F:10])([F:9])[F:8])[N:6]=1.Br[CH2:14][C:15]([O:17][C:18]([CH3:21])([CH3:20])[CH3:19])=[O:16].CCCCCC.[OH-].[Na+]>CCCCCCCC[N+](CCCCCCCC)(CCCCCCCC)C.[Cl-].O>[C:18]([O:17][C:15](=[O:16])[CH2:14][O:12][CH2:11][C:4]1[S:3][C:2]([Cl:1])=[N:6][C:5]=1[C:7]([F:8])([F:9])[F:10])([CH3:21])([CH3:20])[CH3:19] |f:3.4,5.6|. Procedure: A mixture of 4.32 G (0.02 Mol) of the compound of Example 4, 0.1 g of Aliquat 336, 3.9 g of t-butyl bromoacetate, 50 ml of hexane, 10 g of sodium hydroxide and 24 ml of water was held at reflux for 1 hour. The reaction mixture was filtered. The hexane layer was separated, dried over MgSO4 and concentrated under reduced pressure. The residue (1.6 g) was chromatographed on silica gel using ether-petroleum ether (2:98 v/v) as eluant. The first fraction gave 1.1 g (16.5%) of t-butyl{[2-chloro-4-(tri... Starting materials: ClC1=CC=C(N)C=C1 (p-Chloroaniline), C(=O)COC1=CC=C(C(=O)OC)C=C1 (methyl 4-formylmethoxybenzoate), C(#N)B.[Na] (sodium cyanoboron hydride). Run in CO (methanol). Reaction conditions: time 30 minute. Yields the product ClC1=CC=C(C=C1)NCCOC1=CC=C(C(=O)OC)C=C1 (Methyl 4-[2-[N-(4-chlorophenyl)amino]ethoxy]benzoate). Isolated yield 17.8%. As a reaction SMILES: [Cl:1][C:2]1[CH:8]=[CH:7][C:5]([NH2:6])=[CH:4][CH:3]=1.[CH:9]([CH2:11][O:12][C:13]1[CH:22]=[CH:21][C:16]([C:17]([O:19][CH3:20])=[O:18])=[CH:15][CH:14]=1)=O.C(B)#N.[Na]>CO>[Cl:1][C:2]1[CH:8]=[CH:7][C:5]([NH:6][CH2:9][CH2:11][O:12][C:13]2[CH:22]=[CH:21][C:16]([C:17]([O:19][CH3:20])=[O:18])=[CH:15][CH:14]=2)=[CH:4][CH:3]=1 |f:2.3,^1:25|. Reported procedure: p-Chloroaniline (0.99 g) and methyl 4-formylmethoxybenzoate (1.5 g) were dissolved in anhydrous methanol (10 ml), and stirred at room temperature for 30 minutes. To the mixture was added sodium cyanoboron hydride (in solid form) (0.24 g) over a period of 30 minutes and further stirred for 30 minutes. After the reaction solution was concentrated under reduced pressure, water and chloroform were added thereto, and the mixture was separated into layers. The organic layer was concentrated under redu... Yields the product NC1=NC=2[C@H]3[C@H](CCC2C=N1)N(CCC3)C(=O)OC(C)(C)C (trans-2-Amino-6,6a,8,9,10,10a-hexahydropyrido[2,3-h]quinazoline-7(5H)-carboxylic acid, 1,1-dimethylethyl ester). Reported procedure: To a refluxing solution, under nitrogen, of 8.89 g (35 mmol) of cis and trans octahydro-5-oxo-1(2H)-quinolinecarboxylic acid, 1,1-dimethylethyl ester, (Example 8), in 400 ml of toluene is added dropwise a solution of 6.37 g (43.8 mmol) of tris-(dimethylamino)methane in 200 ml of toluene. The solution is refluxed for 2 hours. The reaction mixture is concentrated and the residue is dissolved in 500 ml of methanol. To the methanol solution is added 12.64 g (70.1 mmol) of guanidine carbonate, and th... Starting materials: O=C1[C@H]2CCCN([C@@H]2CCC1)C(=O)OC(C)(C)C (trans octahydro-5-oxo-1(2H)-quinolinecarboxylic acid, 1,1-dimethylethyl ester), CN(C)C(N(C)C)N(C)C (tris-(dimethylamino)methane), CO (methanol), C(O)(O)=O.NC(=N)N (guanidine carbonate). Solvent: C1(=CC=CC=C1)C (toluene), C1(=CC=CC=C1)C (toluene). As a reaction SMILES: O=[C:2]1[CH2:11][CH2:10][CH2:9][C@@H:8]2[C@@H:3]1[CH2:4][CH2:5][CH2:6][N:7]2[C:12]([O:14][C:15]([CH3:18])([CH3:17])[CH3:16])=[O:13].[CH3:19][N:20]([CH:22]([N:26](C)C)[N:23](C)C)C.CO.C(=O)(O)O.NC(N)=N>C1(C)C=CC=CC=1>[NH2:26][C:22]1[N:20]=[CH:19][C:11]2[CH2:10][CH2:9][C@@H:8]3[N:7]([C:12]([O:14][C:15]([CH3:18])([CH3:17])[CH3:16])=[O:13])[CH2:6][CH2:5][CH2:4][C@H:3]3[C:2]=2[N:23]=1 |f:3.4|. The reactants are [Se]=O (selenium oxide), CC1=CC=NC2=CC(=CC=C12)OC (4-methyl-7-methoxyquinoline). The solvent is O1CCOCC1 (dioxane), O1CCOCC1 (dioxane). Reaction conditions: temperature 80 celsius, time 16 hour. The product is COC1=CC=C2C(=CC=NC2=C1)C=O (7-methoxyquinoline-4-carbaldehyde). Yield: 52.8%. Reaction SMILES: [Se]=[O:2].[CH3:3][C:4]1[C:13]2[C:8](=[CH:9][C:10]([O:14][CH3:15])=[CH:11][CH:12]=2)[N:7]=[CH:6][CH:5]=1>O1CCOCC1>[CH3:15][O:14][C:10]1[CH:9]=[C:8]2[C:13]([C:4]([CH:3]=[O:2])=[CH:5][CH:6]=[N:7]2)=[CH:12][CH:11]=1. Procedure details: A mixture of 1.9 g of selenium oxide dissolved in 35 ml of dioxane is added dropwise to a solution of 2.7 g of 4-methyl-7-methoxyquinoline in 35 ml of dioxane preheated to 65° C. At the end of the addition, the brown suspension is heated to a temperature in the region of 80° C. for 5 hours. The reaction medium is stirred for 16 hours at a temperature in the region of 20° C. The greenish suspension is suction-filtered and then washed with EtOAc. The filtrate is concentrated under reduced pressure... Starting materials: CCNC(=O)Nc1nc(C)c(-c2ccc(OC)cc2)s1, O=S(=O)(O)Cl, ClCCl. Product: CCNC(=O)Nc1nc(C)c(-c2ccc(OC)c(S(=O)(=O)Cl)c2)s1. As a reaction SMILES: [CH2:1]([CH3:2])[NH:3][C:4](=[O:5])[NH:6][c:7]1[s:8][c:9](-[c:13]2[cH:14][cH:15][c:16]([O:19][CH3:20])[cH:17][cH:18]2)[c:10]([CH3:12])[n:11]1.[Cl:21][S:22](=[O:23])(=[O:24])[OH:25].[Cl:26][CH2:27][Cl:28]>>[CH2:1]([CH3:2])[NH:3][C:4](=[O:5])[NH:6][c:7]1[s:8][c:9](-[c:13]2[cH:14][cH:15][c:16]([O:19][CH3:20])[c:17]([S:22]([Cl:21])(=[O:23])=[O:24])[cH:18]2)[c:10]([CH3:12])[n:11]1. Reactants: C(#N)C=1C=C(C(=O)Cl)C=CC1 (3-cyanobenzoyl chloride), C[Si](C)(C)C(C(=O)[O-])(C(=O)[O-])[Si](C)(C)C (bis(trimethylsilyl)malonate), [Li]CCCC (n-BuLi), C(=O)(C(F)(F)F)O (TFA), crude material. Run in CCOCC (ether), C(C)(=O)OC(=C)C (isopropenyl acetate). Product: C(#N)C=1C=C(C=CC1)C(CC(=O)O)=O (3-(3-cyano-phenyl)-3-oxo-propionic acid), CC1(OC(C=C(O1)C=1C=C(C#N)C=CC1)=O)C (3-(2,2-Dimethyl-6-oxo-6H-[1,3]dioxin-4-yl)-benzonitrile), solid. Reaction SMILES: [C:1]([C:3]1[CH:4]=[C:5]([CH:9]=[CH:10][CH:11]=1)[C:6](Cl)=[O:7])#[N:2].C[Si]([C:16]([Si](C)(C)C)(C([O-])=O)[C:17]([O-:19])=[O:18])(C)C.[Li][CH2:28][CH2:29][CH2:30]C.[C:32]([OH:38])([C:34](F)(F)F)=[O:33]>CCOCC.C(OC(C)=C)(=O)C>[C:1]([C:3]1[CH:4]=[C:5]([C:6](=[O:7])[CH2:16][C:17]([OH:19])=[O:18])[CH:9]=[CH:10][CH:11]=1)#[N:2].[CH3:30][C:29]1([CH3:28])[O:7][C:6]([C:5]2[CH:4]=[C:3]([CH:11]=[CH:10][CH:9]=2)[C:1]#[N:2])=[CH:34][C:32](=[O:33])[O:38]1. Procedure details: The 3-(3-cyano-phenyl)-3-oxo-propionic acid was prepared from 3-cyanobenzoyl chloride (828 mg, 5 mmol) and bis(trimethylsilyl)malonate (2.56 mL, 10 mmol) with n-BuLi (1.6M in hexane, 6.25 mL) in ether at −60° C. to 0° C. according to general procedure H (method c2). The crude material (1.04 g) was transformed into the title compound by stirring in isopropenyl acetate and TFA according to general procedure J (method a). Obtained as a light yellow solid (0.8 g). The reactants are C1(CCC1)N1CCN(CC1)C(=O)C=1C=C2C=C(NC2=CC1)C(=O)N1CCS(CC1)(=O)=O ([5-(4-Cyclobutyl-piperazine-1-carbonyl)-1H-indol-2-yl]-(1,1-dioxothiomorpholin-4-yl)-methanone), ClC1=NC=C(C=C1)B(O)O (2-chloropyridine-5-boronic acid), N1=CC=CC=C1 (pyridine). Reagents/catalysts: C(C)(=O)[O-].[Cu+2].C(C)(=O)[O-] (copper(II) acetate). The solvent is ClCCl (dichloromethane). The product is ClC1=CC=C(C=N1)N1C(=CC2=CC(=CC=C12)C(=O)N1CCN(CC1)C1CCC1)C(=O)N1CCS(CC1)(=O)=O ([1-(6-Chloro-pyridin-3-yl)-5-(4-cyclobutyl-piperazine-1-carbonyl)-1H-indol-2-yl]-(1,1-dioxothiomorpholin-4-yl)-methanone). Yield: 54.0%. RXN SMILES: [CH:1]1([N:5]2[CH2:10][CH2:9][N:8]([C:11]([C:13]3[CH:14]=[C:15]4[C:19](=[CH:20][CH:21]=3)[NH:18][C:17]([C:22]([N:24]3[CH2:29][CH2:28][S:27](=[O:31])(=[O:30])[CH2:26][CH2:25]3)=[O:23])=[CH:16]4)=[O:12])[CH2:7][CH2:6]2)[CH2:4][CH2:3][CH2:2]1.[Cl:32][C:33]1[CH:38]=[CH:37][C:36](B(O)O)=[CH:35][N:34]=1.N1C=CC=CC=1>ClCCl.C([O-])(=O)C.[Cu+2].C([O-])(=O)C>[Cl:32][C:33]1[N:34]=[CH:35][C:36]([N:18]2[C:19]3[C:15](=[CH:14][C:13]([C:11]([N:8]4[CH2:7][CH2:6][N:5]([CH:1]5[CH2:2][CH2:3][CH2:4]5)[CH2:10][CH2:9]4)=[O:12])=[CH:21][CH:20]=3)[CH:16]=[C:17]2[C:22]([N:24]2[CH2:29][CH2:28][S:27](=[O:30])(=[O:31])[CH2:26][CH2:25]2)=[O:23])=[CH:37][CH:38]=1 |f:4.5.6|. Procedure details: The title compound was synthesized in analogy to example 66, from [5-(4-cyclobutyl-piperazine-1-carbonyl)-1H-indol-2-yl]-(1,1-dioxothiomorpholin-4-yl)-methanone (example 202), 2-chloropyridine-5-boronic acid, copper(II) acetate and pyridine in dichloromethane, to give the desired product as a colorless foam (54%).